Task: describe an organic reaction: reactants, conditions, products, and yield. Dataset: the Open Reaction Database (ORD), a public repository of structured organic reaction records The reactants are O=C([O-])[O-], CNC(=O)c1c(C)[nH]c2cc(O)ccc12, O=C(c1cc2nccc(Cl)c2s1)N1CCC(O)C1, [Cs+], [Cs+]. The product is CNC(=O)c1c(C)[nH]c2cc(Oc3ccnc4cc(C(=O)N5CCC(O)C5)sc34)ccc12. Reaction SMILES: [C:34](=[O:35])([O-:36])[O-:37].[CH3:19][NH:20][C:21](=[O:22])[c:23]1[c:24]([CH3:33])[nH:25][c:26]2[cH:27][c:28]([OH:32])[cH:29][cH:30][c:31]12.[Cl:1][c:2]1[c:3]2[c:4]([n:5][cH:6][cH:7]1)[cH:8][c:9]([C:11](=[O:12])[N:13]1[CH2:14][CH:15]([OH:18])[CH2:16][CH2:17]1)[s:10]2.[Cs+:38].[Cs+:39]>>[c:2]1([O:32][c:28]2[cH:27][c:26]3[nH:25][c:24]([CH3:33])[c:23]([C:21]([NH:20][CH3:19])=[O:22])[c:31]3[cH:30][cH:29]2)[c:3]2[c:4]([n:5][cH:6][cH:7]1)[cH:8][c:9]([C:11](=[O:12])[N:13]1[CH2:14][CH:15]([OH:18])[CH2:16][CH2:17]1)[s:10]2. Reactants: FC(C1=CC=C(C=C1)C1=CC(=CC=C1)C(C)=O)(F)F (1-[4′-(trifluoromethyl)-3-biphenylyl]ethanone), [BH4-].[Na+] (sodium borohydride). Solvent: O (water), CCO (EtOH). Reaction conditions: time 1.5 hour. The product is FC(C1=CC=C(C=C1)C1=CC(=CC=C1)C(C)O)(F)F (1-[4′-(Trifluoromethyl)-3-biphenylyl]ethanol). Yield: 90.3%. As a reaction SMILES: [F:1][C:2]([F:19])([F:18])[C:3]1[CH:8]=[CH:7][C:6]([C:9]2[CH:14]=[CH:13][CH:12]=[C:11]([C:15](=[O:17])[CH3:16])[CH:10]=2)=[CH:5][CH:4]=1.[BH4-].[Na+]>O.CCO>[F:1][C:2]([F:18])([F:19])[C:3]1[CH:4]=[CH:5][C:6]([C:9]2[CH:14]=[CH:13][CH:12]=[C:11]([CH:15]([OH:17])[CH3:16])[CH:10]=2)=[CH:7][CH:8]=1 |f:1.2|. Procedure: A mixture of 1-[4′-(trifluoromethyl)-3-biphenylyl]ethanone (300 mg, 1.14 mmol) in water (1 mL) and EtOH (5 mL) was treated portion-wise with sodium borohydride (57 mg, 1.50 mmol) and then stirred at rt for 1.5 hours. The reaction was then quenched by the addition of saturated aqueous NH4Cl, diluted with CHCl3 and the layers separated. The organic layer was then dried (Na2SO4), filtered and reduced to give the title compound (274 mg). Starting materials: ClC1=C(C#N)C(=CC=C1)C (2-chloro-6-methylbenzonitrile), C[S-].[Na+] (sodium thiomethoxide). Run in CN1C(CCC1)=O (1-methyl-2-pyrrolidinone). Conditions: temperature 140 celsius. The product is SC1=C(C#N)C(=CC=C1)C (2-mercapto-6-methylbenzonitrile). Yield: 33.8%. As a reaction SMILES: Cl[C:2]1[CH:9]=[CH:8][CH:7]=[C:6]([CH3:10])[C:3]=1[C:4]#[N:5].C[S-:12].[Na+]>CN1CCCC1=O>[SH:12][C:2]1[CH:9]=[CH:8][CH:7]=[C:6]([CH3:10])[C:3]=1[C:4]#[N:5] |f:1.2|. Procedure: A mixture of 2-chloro-6-methylbenzonitrile (3.00 g, 19.80 mmol), and sodium thiomethoxide (2.91 g, 41.58 mmol) in 1-methyl-2-pyrrolidinone (25 mL) was heated at 140° C. overnight. The reaction mixture was cooled to 0° C. and quenched with 50% aqueous HCl. A light yellow precipitate formed and the reaction was cooled for 1 h while stirring. The yellow solid was collected by vacuum filtration, washed with ice-cold water and dried under reduced pressure overnight to provide 2-mercapto-6-methylbenzo... Starting materials: C(C)(=O)O (Acetic acid), C(=O)(O)[O-].[Na+] (NaHCO3), C(#N)C1=CC=C(C=O)C=C1 (4-cyanobenzaldehyde), C(C)(C)(C)N (t-butylamine), C(C)(=O)O[BH-](OC(C)=O)OC(C)=O.[Na+] (sodium triacetoxyborohydride). Run in ClCCCl (1,2-dichloroethane). Reaction conditions: time 3 hour. The product is C(#N)C1=CC=C(C=C1)C=[N+]([O-])C(C)(C)C (α-(4-cyanophenyl)-N-t-butylnitrone). Isolated yield 98.1%. Reaction SMILES: [C:1]([C:3]1[CH:10]=[CH:9][C:6]([CH:7]=O)=[CH:5][CH:4]=1)#[N:2].[C:11]([NH2:15])([CH3:14])([CH3:13])[CH3:12].C(O[BH-](OC(=O)C)OC(=O)C)(=[O:18])C.[Na+].C(O)(=O)C.C([O-])(O)=O.[Na+]>ClCCCl>[C:1]([C:3]1[CH:10]=[CH:9][C:6]([CH:7]=[N+:15]([C:11]([CH3:14])([CH3:13])[CH3:12])[O-:18])=[CH:5][CH:4]=1)#[N:2] |f:2.3,5.6|. Procedure: To a solution of 4-cyanobenzaldehyde (392.9 mg, 3.00 mmol) and t-butylamine (227.3 mg, 3.10 mmol) in 1,2-dichloroethane (12 ml) was added sodium triacetoxyborohydride (0.8567 g, 4.04 mmol) and stirred for 3 hours. Acetic acid (0.17 ml, 2.95 mmol) was added to the mixture and stirred for 2.5 hours. The mixture was added to sat. NaHCO3 aqueous solution, extracted three times with ethyl acetate and dried over MgSO4. The solvent was evaporated to give the crude title compound (595.3 mg). The reactants are NC=1C=CC(=C(C1)C12NC(COCC2C1)=S)F ((1SR,7RS)-1-(5-amino-2-fluoro-phenyl)-5-oxa-2-aza-bicyclo[5.1.0]octane-3-thione), FC(COC=1C=CC(=NC1)C(=O)O)(F)F (5-(2,2,2-trifluoro-ethoxy)-pyridine-2-carboxylic acid). Yields the product FC1=C(C=C(C=C1)NC(=O)C1=NC=C(C=C1)OCC(F)(F)F)C12NC(COCC2C1)=S (5-(2,2,2-Trifluoro-ethoxy)-pyridine-2-carboxylic acid [4-fluoro-3-((1SR,7RS)-3-thioxo-5-oxa-2-aza-bicyclo[5.1.0]oct-1-yl)-phenyl]-amide), solid. Yield: 87.0%. Reaction SMILES: [NH2:1][C:2]1[CH:3]=[CH:4][C:5]([F:17])=[C:6]([C:8]23[CH2:15][CH:14]2[CH2:13][O:12][CH2:11][C:10](=[S:16])[NH:9]3)[CH:7]=1.[F:18][C:19]([F:32])([F:31])[CH2:20][O:21][C:22]1[CH:23]=[CH:24][C:25]([C:28](O)=[O:29])=[N:26][CH:27]=1>>[F:17][C:5]1[CH:4]=[CH:3][C:2]([NH:1][C:28]([C:25]2[CH:24]=[CH:23][C:22]([O:21][CH2:20][C:19]([F:32])([F:31])[F:18])=[CH:27][N:26]=2)=[O:29])=[CH:7][C:6]=1[C:8]12[CH2:15][CH:14]1[CH2:13][O:12][CH2:11][C:10](=[S:16])[NH:9]2. Reported procedure: Prepared in an analogous manner as described for intermediate B14A from (1SR,7RS)-1-(5-amino-2-fluoro-phenyl)-5-oxa-2-aza-bicyclo[5.1.0]octane-3-thione (intermediate B13A) (87 mg, 0.34 mmol) and 5-(2,2,2-trifluoro-ethoxy)-pyridine-2-carboxylic acid [CAS-no 881409-53-6; described in example 49] (80 mg, 0.36 mmol). The title compound was obtained as a light yellow solid (143 mg, 87%). MS (ISP): m/z=456.1 [(M+H)+]. The reactants are C([O-])([O-])=O.[K+].[K+] (potassium carbonate), IC (iodomethane), BrC=1C=C(C=C(C1O)C(F)(F)F)C(C)=O (1-(3-Bromo-4-hydroxy-5-trifluoromethylphenyl)ethanone), C(OC)(OC)OC (trimethyl orthoformate). Reagents/catalysts: CC1([C@@H]2CC[C@]1(C(=O)C2)CS(=O)(=O)O)C (DL-10-camphorsulfonic acid). Run in CN(C)C=O (DMF), CCCCCCC.O (n-heptane water), CO (methanol). Run at time 2 hour. The product is BrC1=C(C(=CC(=C1)C(C)(OC)OC)C(F)(F)F)OC (1-Bromo-5-(1,1-dimethoxyethyl)-2-methoxy-3-trifluoromethylbenzene). Reaction SMILES: [Br:1][C:2]1[CH:3]=[C:4](C(=O)C)[CH:5]=[C:6]([C:9]([F:12])([F:11])[F:10])[C:7]=1O.[CH:16]([O:21][CH3:22])([O:19][CH3:20])OC.[C:23](=[O:26])([O-])[O-].[K+].[K+].I[CH3:30]>CO.CC1(C)[C@]2(CS(O)(=O)=O)C(C[C@H]1CC2)=O.CCCCCCC.O.CN(C=O)C>[Br:1][C:2]1[CH:3]=[C:4]([C:16]([O:19][CH3:20])([O:21][CH3:22])[CH3:30])[CH:5]=[C:6]([C:9]([F:10])([F:11])[F:12])[C:7]=1[O:26][CH3:23] |f:2.3.4,8.9|. Reported procedure: 1-(3-Bromo-4-hydroxy-5-trifluoromethylphenyl)ethanone (O4.004; 6.8 g) was dissolved in methanol (50 ml) and admixed successively with DL-10-camphorsulfonic acid (111 mg) and trimethyl orthoformate (8 ml). After stirring at RT for 2 h, DMF (75 ml), potassium carbonate (4.98 g) and then slowly, while cooling with ice, iodomethane (3 ml) were added. After stirring at RT for 4 h, the reaction mixture was left to stand overnight and then admixed with n-heptane/water, and the organic phase was removed... Starting materials: C(C)(=O)OC(C)=O (acetic anhydride), [N+](=O)(O)[O-] (nitric acid), C(=O)(O)[O-].[Na+] (NaHCO3), C(C)(=O)C1=CNC(=C1C)C1=CC=NC=C1 (3-acetyl-4-methyl-5-(4-pyridyl)-1H-pyrrole). Reagents/catalysts: S(O)(O)(=O)=O (sulfuric acid). Run at time 3 minute. Product: C(C)(=O)C1=C(NC(=C1C)C1=CC=NC=C1)[N+](=O)[O-] (3-Acetyl-4-methyl-2-nitro-5-(4-pyridyl)-1H-pyrrole). Yield: 14.0%. Reaction SMILES: C(OC(=O)C)(=O)C.[N+:8]([O-:11])(O)=[O:9].[C:12]([C:15]1[C:19]([CH3:20])=[C:18]([C:21]2[CH:26]=[CH:25][N:24]=[CH:23][CH:22]=2)[NH:17][CH:16]=1)(=[O:14])[CH3:13].C([O-])(O)=O.[Na+]>S(=O)(=O)(O)O>[C:12]([C:15]1[C:19]([CH3:20])=[C:18]([C:21]2[CH:26]=[CH:25][N:24]=[CH:23][CH:22]=2)[NH:17][C:16]=1[N+:8]([O-:11])=[O:9])(=[O:14])[CH3:13] |f:3.4|. Reported procedure: To a cooled (−10˜−20° C.) acetic anhydride (1.2 mL) was added fuming nitric acid (0.13 mL) and sulfuric acid (1 drop). After stirring for 3 minutes, 3-acetyl-4-methyl-5-(4-pyridyl)-1H-pyrrole (0.2 g, 1 mmol) was added to the mixture. The resulting mixture was allowed to warm to room temperature and stirred for additional 1 hour. The mixture was poured into saturated aqueous NaHCO3. The whole was extracted with ethyl acetate (30 mL×4), the combined organic layers washed with brine, dried over MgS... Yields the product O=[N+]([O-])c1cc(-c2ncc(C(F)(F)F)cc2Cl)ccc1Cl. Reactants: FC(F)(F)c1cnc(-c2ccc(Cl)cc2)c(Cl)c1, O=[N+]([O-])O, O=S(=O)(O)O. Reaction SMILES: [Cl:5][c:6]1[c:7](-[c:16]2[cH:17][cH:18][c:19]([Cl:22])[cH:20][cH:21]2)[n:8][cH:9][c:10]([C:12]([F:13])([F:14])[F:15])[cH:11]1.[OH:1][N+:2]([O-:3])=[O:4].[S:23](=[O:24])(=[O:25])([OH:26])[OH:27]>>[O-:1][N+:2](=[O:4])[c:18]1[cH:17][c:16](-[c:7]2[c:6]([Cl:5])[cH:11][c:10]([C:12]([F:13])([F:14])[F:15])[cH:9][n:8]2)[cH:21][cH:20][c:19]1[Cl:22]. The reactants are CCOC(C)=O, CCOC(=O)C(C)(C)CC(C)=CCc1c(OC)c(C)c2c(c1OCOC(C)OC)C(=O)OC2, CCCCCC. Product: COc1c(C)c2c(c(OCOC(C)OC)c1CC=C(C)CC(C)(C)C(=O)O)C(=O)OC2. RXN SMILES: [C:34]([O:35][CH2:36][CH3:37])(=[O:38])[CH3:39].[CH3:1][O:2][CH:3]([CH3:4])[O:5][CH2:6][O:7][c:8]1[c:9]2[c:13]([c:14]([CH3:32])[c:15]([O:30][CH3:31])[c:16]1[CH2:17][CH:18]=[C:19]([CH2:20][C:21]([C:22](=[O:23])[O:24][CH2:25][CH3:26])([CH3:27])[CH3:28])[CH3:29])[CH2:12][O:11][C:10]2=[O:33].[CH3:40][CH2:41][CH2:42][CH2:43][CH2:44][CH3:45]>>[CH3:1][O:2][CH:3]([CH3:4])[O:5][CH2:6][O:7][c:8]1[c:9]2[c:13]([c:14]([CH3:32])[c:15]([O:30][CH3:31])[c:16]1[CH2:17][CH:18]=[C:19]([CH2:20][C:21]([C:22](=[O:23])[OH:24])([CH3:27])[CH3:28])[CH3:29])[CH2:12][O:11][C:10]2=[O:33]. The reactants are C(C)(C)(C)OC(=O)NCC(=O)N(C)CC(=O)O ([N-(tert-butoxycarbonyl)-glycyl]-sarcosine), C(C)[C@]1(C(OCC=2C(N3CC=4C(=NC=5C=6C4N(C=NC6C=CC5)CCCCC)C3=CC21)=O)=O)O ((9S)-9-ethyl-9-hydroxy-1-pentyl-1H,12H-pyrano[3″,4″:6′,7′]indolizino[1′,2′:6,5]pyrido[4,3,2-de]quinazoline-10,13(9H,15H)-dione), Cl.C(C)N=C=NCCCN(C)C (1-ethyl-3-(3-dimethylaminopropyl)-carbodiimide hydrochloride). The reagents and catalysts are CN(C1=CC=NC=C1)C (4-dimethylaminopyridine). The solvent is C(Cl)Cl (methylene chloride). Run at time 1.5 hour. Product: C(C)(C)(C)OC(=O)NCC(=O)N(C)CC(=O)O[C@@]1(C(OCC=2C(N3CC=4C(=NC=5C=6C4N(C=NC6C=CC5)CCCCC)C3=CC21)=O)=O)CC ((9S)-9-{[N-(tert-Butoxycarbonyl)-glycyl]-sarcosyloxy}-9-ethyl-1-pentyl-1H,12H-pyrano[3″,4″: 6′,7′]indolizino[1′,2′:6,5]pyrido[4,3,2-de]quinazoline-10,13(9H,15H)-dione). RXN SMILES: [C:1]([O:5][C:6]([NH:8][CH2:9][C:10]([N:12]([CH2:14][C:15]([OH:17])=[O:16])[CH3:13])=[O:11])=[O:7])([CH3:4])([CH3:3])[CH3:2].[CH2:18]([C@:20]1(O)[C:48]2[CH:47]=[C:46]3[N:26]([CH2:27][C:28]4[C:29]3=[N:30][C:31]3[C:32]5[C:33]=4[N:34]([CH2:41][CH2:42][CH2:43][CH2:44][CH3:45])[CH:35]=[N:36][C:37]=5[CH:38]=[CH:39][CH:40]=3)[C:25](=[O:49])[C:24]=2[CH2:23][O:22][C:21]1=[O:50])[CH3:19].Cl.C(N=C=NCCCN(C)C)C>CN(C)C1C=CN=CC=1.C(Cl)Cl>[C:1]([O:5][C:6]([NH:8][CH2:9][C:10]([N:12]([CH2:14][C:15]([O:17][C@@:20]1([CH2:18][CH3:19])[C:48]2[CH:47]=[C:46]3[N:26]([CH2:27][C:28]4[C:29]3=[N:30][C:31]3[C:32]5[C:33]=4[N:34]([CH2:41][CH2:42][CH2:43][CH2:44][CH3:45])[CH:35]=[N:36][C:37]=5[CH:38]=[CH:39][CH:40]=3)[C:25](=[O:49])[C:24]=2[CH2:23][O:22][C:21]1=[O:50])=[O:16])[CH3:13])=[O:11])=[O:7])([CH3:4])([CH3:2])[CH3:3] |f:2.3|. Procedure details: 1.4 g (5.67 mmol) of [N-(tert-butoxycarbonyl)-glycyl]-sarcosine, which is a known substance (Helvetica Chimica Acta, 1991, 74, 197), 1.3 g (2.84 mmol) of (9S)-9-ethyl-9-hydroxy-1-pentyl-1H,12H-pyrano[3″,4″:6′,7′]indolizino[1′,2′:6,5]pyrido[4,3,2-de]quinazoline-10,13(9H,15H)-dione, 2.2 g (11.34 mmol) of 1-ethyl-3-(3-dimethylaminopropyl)-carbodiimide hydrochloride, and 1.4 g (11.34 mmol) of 4-dimethylaminopyridine were dissolved in methylene chloride (50 mL), and then stirred at room temperature f...